From a dataset of the Open Reaction Database (ORD), a public repository of structured organic reaction records. describe an organic reaction: reactants, conditions, products, and yield Starting materials: (R,S)-2-(3-oxo-cyclopentyl)-isoindole-1,3-dione, C(#N)C1=CC=C(C=C1)NN (4-cyano-phenylhydrazine), N1C=CC2=CC=CC=C12 (indole). The product is C1CCC2N=C3C=CC=CC3=C21 (tetrahydrocyclopenta[b]indole), ( 2 ). RXN SMILES: C([C:3]1[CH:8]=[CH:7][C:6]([NH:9]N)=[CH:5][CH:4]=1)#N.N1[C:19]2[C:14](=C[CH:16]=[CH:17][CH:18]=2)C=C1>>[CH2:16]1[C:17]2[CH:18]([N:9]=[C:6]3[C:5]=2[CH:4]=[CH:3][CH:8]=[CH:7]3)[CH2:19][CH2:14]1. Procedure details: In Step B, (R,S)-2-(3-oxo-cyclopentyl)-isoindole-1,3-dione (1) is reacted with 4-cyano-phenylhydrazine in a typical Fischer indole synthesis to give a tetrahydrocyclopenta[b]indole of formula (2). The skilled artisan will recognize that there are a variety of acidic conditions to effect a Fischer indole synthesis, including both proton and Lewis acids. The preferred conditions use a mixture of glacial acetic acid with 4 N HCl in dioxane, at a temperature of about 50° C. to the reflux temperature... Starting materials: NCC1=CC=C(O1)CO ((5-aminomethyl-2-furanyl)methanol), ClC1=C(C=CC=C1Cl)S(=O)(=O)NC1=NC=C(N=C1Cl)Cl (2,3-dichloro-N-(3,5-dichloro-2-pyrazinyl)benzenesulphonamide). Yields the product NCC1=CC=C(O1)COC=1C(=NC=C(N1)Cl)NS(=O)(=O)C1=C(C(=CC=C1)Cl)Cl (N-(3-(5-Aminomethyl-2-furanylmethoxy)-5-chloro-2-pyrazinyl)-2,3-dichloro-benzenesulphonamide). RXN SMILES: [NH2:1][CH2:2][C:3]1[O:7][C:6]([CH2:8][OH:9])=[CH:5][CH:4]=1.[Cl:10][C:11]1[C:16]([Cl:17])=[CH:15][CH:14]=[CH:13][C:12]=1[S:18]([NH:21][C:22]1[C:27](Cl)=[N:26][C:25]([Cl:29])=[CH:24][N:23]=1)(=[O:20])=[O:19]>>[NH2:1][CH2:2][C:3]1[O:7][C:6]([CH2:8][O:9][C:27]2[C:22]([NH:21][S:18]([C:12]3[CH:13]=[CH:14][CH:15]=[C:16]([Cl:17])[C:11]=3[Cl:10])(=[O:20])=[O:19])=[N:23][CH:24]=[C:25]([Cl:29])[N:26]=2)=[CH:5][CH:4]=1. Reported procedure: Prepared by the method of Example 31 using (5-aminomethyl-2-furanyl)methanol (0.2 g) and 2,3-dichloro-N-(3,5-dichloro-2-pyrazinyl)benzenesulphonamide (Example 74) (0.3 g). Purified by silica gel chromatography eluting with methanol/dichloromethane mixtures.